Dataset: the Open Reaction Database (ORD), a public repository of structured organic reaction records. Task: describe an organic reaction: reactants, conditions, products, and yield Reactants: O=C([O-])[O-], COCCOC, COC(=O)c1ccc(C(=O)NC(C)c2cccc(Br)c2)s1, CCO, [Na+], [Na+], [Pd], c1ccc(P(c2ccccc2)c2ccccc2)cc1, c1ccc(P(c2ccccc2)c2ccccc2)cc1, c1ccc(P(c2ccccc2)c2ccccc2)cc1, c1ccc(P(c2ccccc2)c2ccccc2)cc1, OB(O)c1cccs1. The product is COC(=O)c1ccc(C(=O)NC(C)c2cccc(-c3cccs3)c2)s1. RXN SMILES: [C:30](=[O:31])([O-:32])[O-:33].[CH2:36]([CH2:37][O:38][CH3:39])[O:40][CH3:41].[CH3:1][O:2][C:3](=[O:4])[c:5]1[s:6][c:7]([C:10]([NH:11][CH:12]([CH3:13])[c:14]2[cH:15][c:16]([Br:20])[cH:17][cH:18][cH:19]2)=[O:21])[cH:8][cH:9]1.[CH3:42][CH2:43][OH:44].[Na+:34].[Na+:35].[Pd:45].[c:103]1([P:104]([c:105]2[cH:106][cH:107][cH:108][cH:109][cH:110]2)[c:111]2[cH:112][cH:113][cH:114][cH:115][cH:116]2)[cH:117][cH:118][cH:119][cH:120][cH:121]1.[c:46]1([P:47]([c:48]2[cH:49][cH:50][cH:51][cH:52][cH:53]2)[c:54]2[cH:55][cH:56][cH:57][cH:58][cH:59]2)[cH:60][cH:61][cH:62][cH:63][cH:64]1.[c:65]1([P:66]([c:67]2[cH:68][cH:69][cH:70][cH:71][cH:72]2)[c:73]2[cH:74][cH:75][cH:76][cH:77][cH:78]2)[cH:79][cH:80][cH:81][cH:82][cH:83]1.[c:84]1([P:85]([c:86]2[cH:87][cH:88][cH:89][cH:90][cH:91]2)[c:92]2[cH:93][cH:94][cH:95][cH:96][cH:97]2)[cH:98][cH:99][cH:100][cH:101][cH:102]1.[s:22]1[c:23]([B:27]([OH:28])[OH:29])[cH:24][cH:25][cH:26]1>>[CH3:1][O:2][C:3](=[O:4])[c:5]1[s:6][c:7]([C:10]([NH:11][CH:12]([CH3:13])[c:14]2[cH:15][c:16](-[c:23]3[s:22][cH:26][cH:25][cH:24]3)[cH:17][cH:18][cH:19]2)=[O:21])[cH:8][cH:9]1.